This data is from the Open Reaction Database (ORD), a public repository of structured organic reaction records. The task is: describe an organic reaction: reactants, conditions, products, and yield The reactants are Brc1ccc(OCCN2CCCCC2)cc1, CC(C)(C)P(C(C)(C)C)C(C)(C)C, COc1ccc(-c2ccc3cc(OC)ccc3c2)c(N)c1, CC(C)(C)[O-], Cc1ccccc1, [Cl-], [NH4+], [Na+], O=C(C=Cc1ccccc1)C=Cc1ccccc1, O=C(C=Cc1ccccc1)C=Cc1ccccc1, O=C(C=Cc1ccccc1)C=Cc1ccccc1, [Pd], [Pd]. Product: COc1ccc(-c2ccc3cc(OC)ccc3c2)c(Nc2ccc(OCCN3CCCCC3)cc2)c1. Reaction SMILES: [Br:22][c:23]1[cH:24][cH:25][c:26]([O:27][CH2:28][CH2:29][N:30]2[CH2:31][CH2:32][CH2:33][CH2:34][CH2:35]2)[cH:36][cH:37]1.[C:38]([P:39]([C:40]([CH3:41])([CH3:42])[CH3:43])[C:44]([CH3:45])([CH3:46])[CH3:47])([CH3:48])([CH3:49])[CH3:50].[CH3:1][O:2][c:3]1[cH:4][cH:5][c:6](-[c:10]2[cH:11][c:12]3[cH:13][cH:14][c:15]([O:20][CH3:21])[cH:16][c:17]3[cH:18][cH:19]2)[c:7]([NH2:9])[cH:8]1.[CH3:51][C:52]([CH3:53])([O-:54])[CH3:55].[CH3:59][c:60]1[cH:61][cH:62][cH:63][cH:64][cH:65]1.[Cl-:57].[NH4+:58].[Na+:56].[O:104]=[C:105]([CH:106]=[CH:107][c:108]1[cH:109][cH:110][cH:111][cH:112][cH:113]1)[CH:114]=[CH:115][c:116]1[cH:117][cH:118][cH:119][cH:120][cH:121]1.[O:68]=[C:69]([CH:70]=[CH:71][c:72]1[cH:73][cH:74][cH:75][cH:76][cH:77]1)[CH:78]=[CH:79][c:80]1[cH:81][cH:82][cH:83][cH:84][cH:85]1.[O:86]=[C:87]([CH:88]=[CH:89][c:90]1[cH:91][cH:92][cH:93][cH:94][cH:95]1)[CH:96]=[CH:97][c:98]1[cH:99][cH:100][cH:101][cH:102][cH:103]1.[Pd:66].[Pd:67]>>[CH3:1][O:2][c:3]1[cH:4][cH:5][c:6](-[c:10]2[cH:11][c:12]3[cH:13][cH:14][c:15]([O:20][CH3:21])[cH:16][c:17]3[cH:18][cH:19]2)[c:7]([NH:9][c:23]2[cH:24][cH:25][c:26]([O:27][CH2:28][CH2:29][N:30]3[CH2:31][CH2:32][CH2:33][CH2:34][CH2:35]3)[cH:36][cH:37]2)[cH:8]1. Reactants: C(C1=CC=CC=C1)OC(=O)N1CCC(CC1)(C1=C(C=CC=C1)SC)O (1-benzyloxycarbonyl-4-hydroxy-4-(2-methylthiophenyl)piperidine), FC(C(=O)O)(F)F (trifluoroacetic acid), C(C)[SiH](CC)CC (triethylsilane), C(=O)(O)[O-].[Na+] (NaHCO3). Run in C(Cl)Cl (CH2Cl2). Conditions: time 18 hour. Yields the product C(C1=CC=CC=C1)OC(=O)N1CCC(CC1)C1=C(C=CC=C1)SC (1-benzyloxycarbonyl-4(2-methylthiophenyl)piperidine). Yield: 67.7%. RXN SMILES: [CH2:1]([O:8][C:9]([N:11]1[CH2:16][CH2:15][C:14](O)([C:17]2[CH:22]=[CH:21][CH:20]=[CH:19][C:18]=2[S:23][CH3:24])[CH2:13][CH2:12]1)=[O:10])[C:2]1[CH:7]=[CH:6][CH:5]=[CH:4][CH:3]=1.FC(F)(F)C(O)=O.C([SiH](CC)CC)C.C([O-])(O)=O.[Na+]>C(Cl)Cl>[CH2:1]([O:8][C:9]([N:11]1[CH2:12][CH2:13][CH:14]([C:17]2[CH:22]=[CH:21][CH:20]=[CH:19][C:18]=2[S:23][CH3:24])[CH2:15][CH2:16]1)=[O:10])[C:2]1[CH:3]=[CH:4][CH:5]=[CH:6][CH:7]=1 |f:3.4|. Reported procedure: The product of Step 2 (5.1 g) in CH2Cl2 (50 mL) was treated sequentially with trifluoroacetic acid (8.9 mL) and triethylsilane (34.5 mL). After 18 h, the solution was treated with saturated NaHCO3 (150 mL). After a further 1 h, the organic layer was separated and the aqueous extracted with CH2Cl2 (100 mL). The organic extracts were combined, dried over Na2SO4, filtered and evaporated. The crude product was purified by silica gel chromatography, eluting with EtOAc/hexane mixtures to give 1-benzyl... Reactants: O=C1CCc2ccccc21, c1ccccc1. Yields the product OC1CCc2ccccc21. Reaction SMILES: [C:1]1(=[O:10])[CH2:2][CH2:3][c:4]2[cH:5][cH:6][cH:7][cH:8][c:9]21.[cH:11]1[cH:12][cH:13][cH:14][cH:15][cH:16]1>>[CH:1]1([OH:10])[CH2:2][CH2:3][c:4]2[cH:5][cH:6][cH:7][cH:8][c:9]21.